This data is from the Open Reaction Database (ORD), a public repository of structured organic reaction records. The task is: describe an organic reaction: reactants, conditions, products, and yield Starting materials: BrCc1ccccc1, O=C1CCC(=O)C1, C1CCC2=NCCCN2CC1, CC#N, [I-], [Li+], O. The product is O=C1CCC(=O)C1Cc1ccccc1. Reaction SMILES: [Br:21][CH2:22][c:23]1[cH:24][cH:25][cH:26][cH:27][cH:28]1.[C:1]1(=[O:7])[CH2:2][C:3](=[O:6])[CH2:4][CH2:5]1.[CH2:10]1[CH2:11][CH2:12][C:13]2=[N:18][CH2:17][CH2:16][CH2:15][N:14]2[CH2:19][CH2:20]1.[CH3:29][C:30]#[N:31].[I-:8].[Li+:9].[OH2:32]>>[C:1]1(=[O:7])[CH:2]([CH2:22][c:23]2[cH:24][cH:25][cH:26][cH:27][cH:28]2)[C:3](=[O:6])[CH2:4][CH2:5]1.